Task: describe an organic reaction: reactants, conditions, products, and yield. Dataset: the Open Reaction Database (ORD), a public repository of structured organic reaction records The reactants are C(C)C1C(NC2=CC(=CC=C12)F)=O (3-ethyl-6-fluoro-1,3-dihydro-2H-indol-2-one), BrCCCCCl (1-bromo-4-chloro-butane). The product is ClCCCCC1(C(NC2=CC(=CC=C12)F)=O)CC (3-(4-Chlorobutyl)-3-ethyl-6-fluoro-1,3-dihydro-2H-indol-2-one). As a reaction SMILES: [CH2:1]([CH:3]1[C:11]2[C:6](=[CH:7][C:8]([F:12])=[CH:9][CH:10]=2)[NH:5][C:4]1=[O:13])[CH3:2].Br[CH2:15][CH2:16][CH2:17][CH2:18][Cl:19]>>[Cl:19][CH2:18][CH2:17][CH2:16][CH2:15][C:3]1([CH2:1][CH3:2])[C:11]2[C:6](=[CH:7][C:8]([F:12])=[CH:9][CH:10]=2)[NH:5][C:4]1=[O:13]. Procedure: The title compound is prepared according to process E starting from 3-ethyl-6-fluoro-1,3-dihydro-2H-indol-2-one and 1-bromo-4-chloro-butane. Starting materials: C1(CC1)CN (cyclopropanemethylamine), BrC1(C(NC2=CC(=CC=C12)Cl)=O)CC1=CC(=CC=C1)Cl (rac-3-bromo-6-chloro-3-(3-chloro-benzyl)-1,3-dihydro-indol-2-one). Solvent: ClCCl (dichloromethane), ClCCl (dichloromethane). Run at time 1 hour. Product: ClC1=CC=C2C(C(NC2=C1)=O)(NCC1CC1)CC1=CC(=CC=C1)Cl (rac-6-chloro-3-(3-chloro-benzyl)-3-(cyclopropylmethyl-amino)-1,3-dihydro-indol-2-one). Yield: 95.1%. Reaction SMILES: [CH:1]1([CH2:4][NH2:5])[CH2:3][CH2:2]1.Br[C:7]1([CH2:18][C:19]2[CH:24]=[CH:23][CH:22]=[C:21]([Cl:25])[CH:20]=2)[C:15]2[C:10](=[CH:11][C:12]([Cl:16])=[CH:13][CH:14]=2)[NH:9][C:8]1=[O:17]>ClCCl>[Cl:16][C:12]1[CH:11]=[C:10]2[C:15]([C:7]([CH2:18][C:19]3[CH:24]=[CH:23][CH:22]=[C:21]([Cl:25])[CH:20]=3)([NH:5][CH2:4][CH:1]3[CH2:3][CH2:2]3)[C:8](=[O:17])[NH:9]2)=[CH:14][CH:13]=1. Procedure: To a solution of cyclopropanemethylamine (142 mg, 2.0 mmol) in dichloromethane (20 mL) was added rac-3-bromo-6-chloro-3-(3-chloro-benzyl)-1,3-dihydro-indol-2-one (0.37 g, 0.99 mmol). After the mixture was stirred at room temperature for 1 h, another portion of dichloromethane (20 mL) was added. The mixture was washed with water (20 mL×2). The organic layer was separated, dried over Na2SO4 and concentrated to give 0.34 g of rac-6-chloro-3-(3-chloro-benzyl)-3-(cyclopropylmethyl-amino)-1,3-dihydro-... Reactants: COC1C(CCC1)=O (2-methoxycyclopentanone), C(C1=CC=CC=C1)OC=1C=C(C=C(C1)F)[Mg]Br (3-benzyloxy-5-fluorophenylmagnesium bromide), C(C1=CC=CC=C1)OC=1C=C(C=C(C1)F)Br (3-benzyloxy-5-fluorobromobenzene), [Mg] (magnesium). Solvent: O1CCCC1 (tetrahydrofuran), O1CCCC1 (tetrahydrofuran). Run at time 2 hour. The product is C(C1=CC=CC=C1)OC=1C=C(C=C(C1)F)C1(C(CCC1)OC)O (1-(3-benzyloxy-5-fluorophenyl)-2-methoxycyclopentanol). Isolated yield 62.0%. As a reaction SMILES: [CH3:1][O:2][CH:3]1[CH2:7][CH2:6][CH2:5][C:4]1=[O:8].[CH2:9]([O:16][C:17]1[CH:18]=[C:19]([Mg]Br)[CH:20]=[C:21]([F:23])[CH:22]=1)[C:10]1[CH:15]=[CH:14][CH:13]=[CH:12][CH:11]=1.C(OC1C=C(Br)C=C(F)C=1)C1C=CC=CC=1.[Mg]>O1CCCC1>[CH2:9]([O:16][C:17]1[CH:18]=[C:19]([C:4]2([OH:8])[CH2:5][CH2:6][CH2:7][CH:3]2[O:2][CH3:1])[CH:20]=[C:21]([F:23])[CH:22]=1)[C:10]1[CH:11]=[CH:12][CH:13]=[CH:14][CH:15]=1. Procedure details: After repetition of the above reaction, a solution of 2-methoxycyclopentanone (12.5 g) in tetrahydrofuran (10 ml) was added to a solution of 3-benzyloxy-5-fluorophenylmagnesium bromide [prepared by heating a mixture of 3-benzyloxy-5-fluorobromobenzene (31 g), magnesium powder (2.65 g) and tetrahydrofuran (20 ml) to 40° C. for 2 hours] and the mixture was stirred at ambient temperature for 2 hours. The mixture was evaporated and the residue was partitioned between diethyl ether and water. The org... Reactants: ClCCl, N#CC1(CO)CCCC1, Cc1ccc(S(=O)(=O)Cl)cc1, c1ccncc1. RXN SMILES: [Cl:27][CH2:28][Cl:29].[OH:1][CH2:2][C:3]1([C:8]#[N:9])[CH2:4][CH2:5][CH2:6][CH2:7]1.[c:16]1([CH3:26])[cH:17][cH:18][c:19]([S:22](=[O:23])(=[O:24])[Cl:25])[cH:20][cH:21]1.[cH:10]1[cH:11][cH:12][n:13][cH:14][cH:15]1>>[O:1]([CH2:2][C:3]1([C:8]#[N:9])[CH2:4][CH2:5][CH2:6][CH2:7]1)[S:22]([c:19]1[cH:18][cH:17][c:16]([CH3:26])[cH:21][cH:20]1)(=[O:23])=[O:24]. Yields the product Cc1ccc(S(=O)(=O)OCC2(C#N)CCCC2)cc1. The reactants are CN(C)CCN, COc1cc(Nc2nc3ccccc3nc2NS(=O)(=O)c2ccc(Cl)nc2)cc(OC)c1, CN(C)C=O. Yields the product COc1cc(Nc2nc3ccccc3nc2NS(=O)(=O)c2ccc(NCCN(C)C)nc2)cc(OC)c1. As a reaction SMILES: [CH3:33][N:34]([CH2:35][CH2:36][NH2:37])[CH3:38].[Cl:1][c:2]1[cH:3][cH:4][c:5]([S:8](=[O:9])(=[O:10])[NH:11][c:12]2[n:13][c:14]3[cH:15][cH:16][cH:17][cH:18][c:19]3[n:20][c:21]2[NH:22][c:23]2[cH:24][c:25]([O:31][CH3:32])[cH:26][c:27]([O:29][CH3:30])[cH:28]2)[cH:6][n:7]1.[O:39]=[CH:40][N:41]([CH3:42])[CH3:43]>>[c:2]1([NH:37][CH2:36][CH2:35][N:34]([CH3:33])[CH3:38])[cH:3][cH:4][c:5]([S:8](=[O:9])(=[O:10])[NH:11][c:12]2[n:13][c:14]3[cH:15][cH:16][cH:17][cH:18][c:19]3[n:20][c:21]2[NH:22][c:23]2[cH:24][c:25]([O:31][CH3:32])[cH:26][c:27]([O:29][CH3:30])[cH:28]2)[cH:6][n:7]1. The reactants are IC (iodomethane), [H-].[Na+] (sodium hydride), OC(C(=O)O)CSC (2-hydroxy-3-(methylthio)propanoic acid). Run in CN(C)C=O (DMF), CN(C)C=O (DMF). Reaction conditions: time 10 minute. Yields the product COC(C(=O)O)CSC (2-methoxy-3-(methylthio)propanoic acid). Isolated yield 45.7%. As a reaction SMILES: [H-].[Na+].[OH:3][CH:4]([CH2:8][S:9][CH3:10])[C:5]([OH:7])=[O:6].I[CH3:12]>CN(C=O)C>[CH3:12][O:3][CH:4]([CH2:8][S:9][CH3:10])[C:5]([OH:7])=[O:6] |f:0.1|. Reported procedure: To a stirred solution of sodium hydride (0.176 g, 4.41 mmol) in DMF (5 mL) was added a solution of 2-hydroxy-3-(methylthio)propanoic acid (0.25 g, 1.836 mmol) in 1 mL DMF at 25° C. and stirred for 10 min Vigorous bubbling was observed upon addition of NaH. Then iodomethane (0.126 mL, 2.020 mmol) was added and the solution was stirred at 25° C. overnight. The reaction was quenched by addition of 2 N HCl, extracted with 3×10 mL of EtOAc, the combined organic layers were washed with water (2×20 mL)...